This data is from the Open Reaction Database (ORD), a public repository of structured organic reaction records. The task is: describe an organic reaction: reactants, conditions, products, and yield Starting materials: C1(=CC=CC=C1)C1CC(N(C1)CC=1N=CN(C1)C(C1=CC=CC=C1)(C1=CC=CC=C1)C1=CC=CC=C1)=O (4-phenyl-1-[(1-trityl-1H-imidazol-4-yl)methyl]pyrrolidin-2-one), CI (MeI), CI (MeI). Solvent: CC#N (CH3CN). Yields the product CN1C=NC=C1CN1C(CC(C1)C1=CC=CC=C1)=O (1-[(1-methyl-1H-imidazol-5-yl)methyl]-4-phenylpyrrolidin-2-one). Reaction SMILES: [C:1]1([CH:7]2[CH2:11][N:10]([CH2:12][C:13]3[N:14]=[CH:15][N:16](C(C4C=CC=CC=4)(C4C=CC=CC=4)C4C=CC=CC=4)[CH:17]=3)[C:9](=[O:37])[CH2:8]2)[CH:6]=[CH:5][CH:4]=[CH:3][CH:2]=1.[CH3:38]I>CC#N>[CH3:38][N:14]1[C:13]([CH2:12][N:10]2[CH2:11][CH:7]([C:1]3[CH:2]=[CH:3][CH:4]=[CH:5][CH:6]=3)[CH2:8][C:9]2=[O:37])=[CH:17][N:16]=[CH:15]1. Reported procedure: In a 50 ml, three-necked flask fitted with a magnetic stirrer, under inert atmosphere, 4-phenyl-1-[(1-trityl-1H-imidazol-4-yl)methyl]pyrrolidin-2-one x44 (2 g, 4.1 mmol) is dissolved in CH3CN (20 ml) and MeI (283 μL, 4.5 mmol) is added. The mixture is stirred at room temperature and two additional portions of MeI (283 μl and 500 μl) are added after 40 h and 46 h. After stirring for 16 h at room temperature, the mixture is concentrated and dissolved in a 1/1 mixture of AcOH and water. After stirr... The reactants are C1CCOC1, Cn1cc(CO)nn1, Oc1cc(-c2ccnc3nc(C(F)(F)F)ccc23)ccc1F, c1ccc(P(c2ccccc2)c2ccccc2)cc1. Product: Cn1cc(COc2cc(-c3ccnc4nc(C(F)(F)F)ccc34)ccc2F)nn1. RXN SMILES: [CH2:50]1[O:51][CH2:52][CH2:53][CH2:54]1.[CH3:42][n:43]1[n:44][n:45][c:46]([CH2:48][OH:49])[cH:47]1.[F:1][c:2]1[c:3]([OH:22])[cH:4][c:5](-[c:8]2[cH:9][cH:10][n:11][c:12]3[n:13][c:14]([C:18]([F:19])([F:20])[F:21])[cH:15][cH:16][c:17]23)[cH:6][cH:7]1.[c:23]1([P:24]([c:25]2[cH:26][cH:27][cH:28][cH:29][cH:30]2)[c:31]2[cH:32][cH:33][cH:34][cH:35][cH:36]2)[cH:37][cH:38][cH:39][cH:40][cH:41]1>>[F:1][c:2]1[c:3]([O:22][CH2:48][c:46]2[n:45][n:44][n:43]([CH3:42])[cH:47]2)[cH:4][c:5](-[c:8]2[cH:9][cH:10][n:11][c:12]3[n:13][c:14]([C:18]([F:19])([F:20])[F:21])[cH:15][cH:16][c:17]23)[cH:6][cH:7]1.